Dataset: the Open Reaction Database (ORD), a public repository of structured organic reaction records. Task: describe an organic reaction: reactants, conditions, products, and yield Starting materials: ClC1=CC=C(C=C1)C=1[Se]C(=CN1)CO ([2-(4-chlorophenyl)selenazol-5-yl]methanol), [H-].[Na+] (sodium hydride), ClC1=CC(C2CCC1C2)=O (4-chlorobicyclo[3.2.1]oct-3-en-2-one). Solvent: O1CCCC1 (tetrahydrofuran). Run at time 5 minute. Product: ClC1=CC=C(C=C1)C=1[Se]C(=CN1)COC1=CC(C2CCC1C2)=O (4-[2-(4-chlorophenyl)selenazol-5-ylmethoxy]bicyclo[3.2.1]oct-3-en-2-one). The yield is 63.7%. As a reaction SMILES: [Cl:1][C:2]1[CH:7]=[CH:6][C:5]([C:8]2[Se:9][C:10]([CH2:13][OH:14])=[CH:11][N:12]=2)=[CH:4][CH:3]=1.[H-].[Na+].Cl[C:18]1[CH:24]2[CH2:25][CH:21]([CH2:22][CH2:23]2)[C:20](=[O:26])[CH:19]=1>O1CCCC1>[Cl:1][C:2]1[CH:3]=[CH:4][C:5]([C:8]2[Se:9][C:10]([CH2:13][O:14][C:18]3[CH:24]4[CH2:25][CH:21]([CH2:22][CH2:23]4)[C:20](=[O:26])[CH:19]=3)=[CH:11][N:12]=2)=[CH:6][CH:7]=1 |f:1.2|. Procedure details: To a solution of [2-(4-chlorophenyl)selenazol-5-yl]methanol (300 mg, 1.1 mmol) in dry tetrahydrofuran (5 ml) is added, in one portion, sodium hydride (60% dispersion in mineral oil, 44 mg, 1.1 mmol). The reaction mixture is stirred for 5 minutes at room temperature and 4-chlorobicyclo[3.2.1]oct-3-en-2-one (172 mg, 1.1 mmol) is added in one-portion. The reaction mixture is stirred at room temperature overnight. Silica gel is added to the crude reaction mixture, the solvent is evaporated under red...